This data is from the Open Reaction Database (ORD), a public repository of structured organic reaction records. The task is: describe an organic reaction: reactants, conditions, products, and yield The reactants are COCC1=CC=CC=C1 (benzyl methyl ether), ON1C(C=2C(C1=O)=CC=CC2)=O (N-hydroxyphthalimide), COCC1=CC=CC=C1 (benzyl methyl ether). Solvent: C(C)#N (acetonitrile). Run at temperature 60 celsius, time 5 hour. Yields the product C(C1=CC=CC=C1)=O (benzaldehyde), C(C1=CC=CC=C1)(=O)OC (methyl benzoate). The yield is 20.0%. As a reaction SMILES: [CH3:1][O:2][CH2:3][C:4]1[CH:9]=[CH:8][CH:7]=[CH:6][CH:5]=1.ON1[C:15](=[O:16])[C:14]2=[CH:17][CH:18]=[CH:19][CH:20]=[C:13]2C1=O>C(#N)C>[CH:3](=[O:2])[C:4]1[CH:9]=[CH:8][CH:7]=[CH:6][CH:5]=1.[C:15]([O:2][CH3:1])(=[O:16])[C:14]1[CH:13]=[CH:20][CH:19]=[CH:18][CH:17]=1. Procedure details: A mixture of 1 mmol of benzyl methyl ether, 0.1 mmol of N-hydroxyphthalimide, and 5 ml of acetonitrile was stirred at 60° C. under a nitrogen monoxide atmosphere (1 atm) for 5 hours. Gas chromatographic analysis of products in the reaction mixture revealed that benzyl methyl ether was converted, at a rate of 78%, into benzaldehyde (yield: 52%), and methyl benzoate (yield: 20%). The reactants are C(C)OC1=C(C=C2C(=NC=NC2=C1)NC1=CC(=CC=C1)C#C)[N+](=O)[O-] (7-ethoxy-N-(3-ethynylphenyl)-6-nitroquinazolin-4-amine). The reagents and catalysts are [Fe] (Fe). Run in C(C)O (ethanol), O (H2O), C(C)(=O)O (acetic acid). Conditions: temperature 70 celsius. The product is C(C)OC1=C(C=C2C(=NC=NC2=C1)NC1=CC(=CC=C1)C#C)N (7-ethoxy-N4-(3-ethynylphenyl)quinazoline-4,6-diamine). Yield: 73.9%. RXN SMILES: [CH2:1]([O:3][C:4]1[CH:13]=[C:12]2[C:7]([C:8]([NH:14][C:15]3[CH:20]=[CH:19][CH:18]=[C:17]([C:21]#[CH:22])[CH:16]=3)=[N:9][CH:10]=[N:11]2)=[CH:6][C:5]=1[N+:23]([O-])=O)[CH3:2]>C(O)C.O.C(O)(=O)C.[Fe]>[CH2:1]([O:3][C:4]1[CH:13]=[C:12]2[C:7]([C:8]([NH:14][C:15]3[CH:20]=[CH:19][CH:18]=[C:17]([C:21]#[CH:22])[CH:16]=3)=[N:9][CH:10]=[N:11]2)=[CH:6][C:5]=1[NH2:23])[CH3:2]. Reported procedure: 7-ethoxy-N-(3-ethynylphenyl)-6-nitroquinazolin-4-amine (8 g, 0.024 mol) was dissolved in a mixture of 80 ml ethanol, 80 ml H2O and 10 ml acetic acid. The reaction was heated to 70° C., then Fe (5.4 g, 0.096 mol) was added. The reaction mixture was heated to reflux for 4 hours. The resulting clear reaction solution was concentrated under reduced pressure to remove solvent. The pH of the residue was adjusted to 9 with 4N aqueous NaOH, and was washed with 200 ml EA/MeOH (50/1) until TLC show no pro... Starting materials: O (water), NC1=NC=CC=C1Br (2-amino-3-bromopyridine), C[Si](C)(C)C#C (trimethylsilyl acetylene), C(C)(C)N(C(C)C)CC (N,N-diisopropyl ethyl amine). The reagents and catalysts are [Pd].C1(=CC=CC=C1)P(C1=CC=CC=C1)C1=CC=CC=C1.C1(=CC=CC=C1)P(C1=CC=CC=C1)C1=CC=CC=C1.C1(=CC=CC=C1)P(C1=CC=CC=C1)C1=CC=CC=C1.C1(=CC=CC=C1)P(C1=CC=CC=C1)C1=CC=CC=C1 (tetrakis(triphenyl phosphine) palladium (0)), [Cu]I (copper (I) iodide). Solvent: CN1C(CCC1)=O (N-methylpyrrolidinone). Run at temperature 70 celsius, time 6 hour. Yields the product C[Si](C=1C(=NC=CC1)NC#C)(C)C (3-Trimethylsilanyl ethinyl-pyridin-2-yl amine). Yield: 94.3%. As a reaction SMILES: [NH2:1][C:2]1[C:7](Br)=[CH:6][CH:5]=[CH:4][N:3]=1.[CH3:9][Si:10](C#C)([CH3:12])[CH3:11].[CH:15](N(CC)C(C)C)(C)[CH3:16].O>CN1CCCC1=O.[Pd].C1(P(C2C=CC=CC=2)C2C=CC=CC=2)C=CC=CC=1.C1(P(C2C=CC=CC=2)C2C=CC=CC=2)C=CC=CC=1.C1(P(C2C=CC=CC=2)C2C=CC=CC=2)C=CC=CC=1.C1(P(C2C=CC=CC=2)C2C=CC=CC=2)C=CC=CC=1.[Cu]I>[CH3:9][Si:10]([CH3:12])([CH3:11])[C:7]1[C:2]([NH:1][C:15]#[CH:16])=[N:3][CH:4]=[CH:5][CH:6]=1 |f:5.6.7.8.9|. Procedure: To a solution of 2-amino-3-bromopyridine (5.72 g, 33.1 mmol) in N-methylpyrrolidinone (120 mL) were added trimethylsilyl acetylene (9.36 mL, 66.2 mmol), tetrakis(triphenyl phosphine) palladium (0) (1.91 g, 1.66 mmol), copper (I) iodide (630 mg, 3.31 mmol) and N,N-diisopropyl ethyl amine (11.5 mL, 66.2 mmol) at room temperature, which was stirred at 70° C for 6 hours under a nitrogen atmosphere. To the reaction solution was added water, and extracted with ethyl acetate. The organic layer was wash... Reactants: starting material, crude product, COC1=CC=C(C=C1)C1=NOC2=C1SC=C2 (3-(4-methoxyphenyl)thieno[2,3-d]isoxazole), solution, B(Br)(Br)Br (boron tribromide). The solvent is CCOCC (ether), ClCCl (dichloromethane), ClCCl (dichloromethane). Reaction conditions: time 8 hour. Yields the product OC1=CC=C(C=C1)C1=NOC2=C1SC=C2 (3-(4-Hydroxyphenyl)thieno[2,3-d]isoxazole). Reaction SMILES: C[O:2][C:3]1[CH:8]=[CH:7][C:6]([C:9]2[C:13]3[S:14][CH:15]=[CH:16][C:12]=3[O:11][N:10]=2)=[CH:5][CH:4]=1.B(Br)(Br)Br>ClCCl.CCOCC>[OH:2][C:3]1[CH:4]=[CH:5][C:6]([C:9]2[C:13]3[S:14][CH:15]=[CH:16][C:12]=3[O:11][N:10]=2)=[CH:7][CH:8]=1. Procedure: A solution of 6.94 g of 3-(4-methoxyphenyl)thieno[2,3-d]isoxazole in 40 ml of dichloromethane was treated dropwise with 1M solution of boron tribromide in dichloromethane. A precipitate appeared after a few minutes. The suspension was stirred overnight and thereafter quenched with 10% hydrochloric acid. Extraction with ether followed by washing and drying gave a solid which was found to be contaminated with 5% of the starting material. The crude product was fed to an alumina column packed in eth... Starting materials: CC1OC2(C=C1)C(=CCC(C2(C)C)C)C (2,6,9,10,10-Pentamethyl-1-oxa-spiro[4.5]deca-3,6-diene), OS(=O)(=O)O (H2SO4), OC1(C(CCC(C1(C)C)C)C)C#CC(C)O (1-hydroxy-2,5,6,6-tetramethyl-1-(3-hydroxybut-1-yn-1-yl)-cyclohexane), aqueous solution. The solvent is CO (carbinol). Yields the product CC1OC2(CC1)C(CCC(C2(C)C)C)(O)C (2,6,9,10,10-Pentamethyl-1-oxa-spiro[4.5]decan-6-ol). RXN SMILES: [CH3:1][CH:2]1[CH:6]=[CH:5][C:4]2([C:11]([CH3:13])([CH3:12])[CH:10]([CH3:14])[CH2:9][CH:8]=[C:7]2[CH3:15])[O:3]1.[OH:16]C1(C#CC(O)C)C(C)(C)C(C)CCC1C.OS(O)(=O)=O>CO>[CH3:1][CH:2]1[CH2:6][CH2:5][C:4]2([C:11]([CH3:13])([CH3:12])[CH:10]([CH3:14])[CH2:9][CH2:8][C:7]2([CH3:15])[OH:16])[O:3]1. Reported procedure: 2,6,9,10,10-Pentamethyl-1-oxa-spiro[4.5]deca-3,6-diene, used as starting material in step a) hereinabove could be prepared from 1-hydroxy-2,5,6,6-tetramethyl-1-(3-hydroxybut-1-yn-1-yl)-cyclohexane by treating said carbinol with a 30% aqueous solution of H2SO4 as indicated in Swiss Pat. No. 544,733. The compound possessed moreover very interesting organoleptic properties and consequently could advantageously be used as flavouring and perfuming agents. It develops a very powerful natural fruity, m...